Dataset: the Open Reaction Database (ORD), a public repository of structured organic reaction records. Task: describe an organic reaction: reactants, conditions, products, and yield The reactants are Cl.ClCCNC1=CC=NC2=CC(=CC=C12)Cl (N-(2-chloroethyl)-7-chloro-4-quinolinamine hydrochloride), C(C)#N (acetonitrile). Yields the product ClC1=CC=C2C(=CC=NC2=C1)NCCN1CCC(CC1)C ((7-Chloro-quinolin-4-yl)-[2-(4-methyl-piperidin-1-yl)-ethyl]-amine). RXN SMILES: Cl.Cl[CH2:3][CH2:4][NH:5][C:6]1[C:15]2[C:10](=[CH:11][C:12]([Cl:16])=[CH:13][CH:14]=2)[N:9]=[CH:8][CH:7]=1.[C:17](#[N:19])[CH3:18]>>[Cl:16][C:12]1[CH:11]=[C:10]2[C:15]([C:6]([NH:5][CH2:4][CH2:3][N:19]3[CH2:8][CH2:7][CH:6]([CH3:15])[CH2:18][CH2:17]3)=[CH:7][CH:8]=[N:9]2)=[CH:14][CH:13]=1 |f:0.1|. Procedure details: 2.72 g from 2.5 g of N-(2-chloroethyl)-7-chloro-4-quinolinamine hydrochloride; colourless crystals from acetonitrile, m.p.: 154°-156° C. Starting materials: Br[C@@H]1[C@@H]2[C@H](N(C1)C(=O)OC(C)(C)C)[C@H](CO2)O ((3R,3aR,6S,6aS)-tert-butyl 6-bromo-3-hydroxytetrahydro-2H-furo[3,2-b]pyrrole-4(5H)-carboxylate), Cl.O1CCOCC1 (HCl dioxan). Yields the product Cl.Br[C@@H]1[C@@H]2[C@H](NC1)[C@H](CO2)O ((3R,3aR,6S,6aS)-6-bromohexahydro-2H-furo[3,2-b]pyrrol-3-ol hydrochloride). As a reaction SMILES: [Br:1][C@H:2]1[CH2:6][N:5](C(OC(C)(C)C)=O)[C@@H:4]2[C@@H:14]([OH:17])[CH2:15][O:16][C@H:3]12.[ClH:18].O1CCOCC1>>[ClH:18].[Br:1][C@H:2]1[CH2:6][NH:5][C@@H:4]2[C@@H:14]([OH:17])[CH2:15][O:16][C@H:3]12 |f:1.2,3.4|. Reported procedure: Bromide (111) (2.14 g, 6.95 mmol) was dissolved in 4N HCl/dioxan (30 mL) with stirring at ambient temperature. The purple solution was stirred for 1 hour then reduced in vacuo and evaporated three times from diethyl ether to give a purple crystalline solid crude (3R,3aR,6S,6aS)-6-bromohexahydro-2H-furo[3,2-b]pyrrol-3-ol hydrochloride (112) (Yield 1730 mg) which was used without further purification. HPLC-MS 208.0/210.0 [M+H]+. Starting materials: CN1CCN(C2CC3C4CCC5CC6OC6CC5(C)C4CCC3(C)C2O)CC1, OC1CCNCC1. As a reaction SMILES: [O:1]1[CH:2]2[CH:3]1[CH2:4][CH:5]1[CH2:6][CH2:7][CH:8]3[CH:9]4[CH2:10][CH:11]([N:22]5[CH2:23][CH2:24][N:25]([CH3:28])[CH2:26][CH2:27]5)[CH:12]([OH:21])[C:13]4([CH3:14])[CH2:15][CH2:16][CH:17]3[C:18]1([CH3:20])[CH2:19]2.[OH:29][CH:30]1[CH2:31][CH2:32][NH:33][CH2:34][CH2:35]1>>[OH:1][CH:3]1[CH:2]([N:33]2[CH2:32][CH2:31][CH:30]([OH:29])[CH2:35][CH2:34]2)[CH2:19][C:18]2([CH3:20])[CH:5]([CH2:4]1)[CH2:6][CH2:7][CH:8]1[CH:9]3[CH2:10][CH:11]([N:22]4[CH2:23][CH2:24][N:25]([CH3:28])[CH2:26][CH2:27]4)[CH:12]([OH:21])[C:13]3([CH3:14])[CH2:15][CH2:16][CH:17]12. Yields the product CN1CCN(C2CC3C4CCC5CC(O)C(N6CCC(O)CC6)CC5(C)C4CCC3(C)C2O)CC1. Yields the product O=C(O)CCCCCCCCCCS. RXN SMILES: [Br:1][CH2:2][CH2:3][CH2:4][CH2:5][CH2:6][CH2:7][CH2:8][CH2:9][CH2:10][CH2:11][C:12](=[O:13])[OH:14].[NH2:15][C:16]([NH2:17])=[S:18].[Na+:20].[OH-:19].[OH2:26].[S:21](=[O:22])(=[O:23])([OH:24])[OH:25]>>[CH2:2]([CH2:3][CH2:4][CH2:5][CH2:6][CH2:7][CH2:8][CH2:9][CH2:10][CH2:11][C:12](=[O:13])[OH:14])[SH:18]. Starting materials: O=C(O)CCCCCCCCCCBr, NC(N)=S, [Na+], [OH-], O, O=S(=O)(O)O.